From a dataset of the Open Reaction Database (ORD), a public repository of structured organic reaction records. describe an organic reaction: reactants, conditions, products, and yield Reactants: C(#N)[BH3-].[Na+] (sodium cyanoborohydride), ClC=1C=C(C=O)C=C(C1)Cl (3,5-dichlorobenzaldehyde), C(C)OP(=O)(C(OCC)OCC)CCCN (3-aminopropyl(diethoxymethyl)phosphinic acid ethyl ester), C(C)(=O)O (acetic acid). Run in CO (methanol), CO (methanol). Conditions: time 30 minute. Product: C(C)OP(=O)(C(OCC)OCC)CCCNCC1=CC(=CC(=C1)Cl)Cl (3-(3,5-dichloro-benzylamino)propyl(diethoxymethyl)phosphinic acid ethyl ester). Reaction SMILES: [Cl:1][C:2]1[CH:3]=[C:4]([CH:7]=[C:8]([Cl:10])[CH:9]=1)[CH:5]=O.[CH2:11]([O:13][P:14]([CH2:23][CH2:24][CH2:25][NH2:26])([CH:16]([O:20][CH2:21][CH3:22])[O:17][CH2:18][CH3:19])=[O:15])[CH3:12].C(O)(=O)C.C([BH3-])#N.[Na+]>CO>[CH2:11]([O:13][P:14]([CH2:23][CH2:24][CH2:25][NH:26][CH2:5][C:4]1[CH:3]=[C:2]([Cl:1])[CH:9]=[C:8]([Cl:10])[CH:7]=1)([CH:16]([O:20][CH2:21][CH3:22])[O:17][CH2:18][CH3:19])=[O:15])[CH3:12] |f:3.4|. Reported procedure: 1.41 g of 3,5-dichlorobenzaldehyde are added to a solution of 2.53 g of 3-aminopropyl(diethoxymethyl)phosphinic acid ethyl ester in 10 ml of anhydrous methanol and the resulting clear solution is stirred at room temperature for 30 minutes. There are then added first 0.6 g of glacial acetic acid and then, dropwise, 0.21 g of sodium cyanoborohydride dissolved in 5 ml of methanol. An exothermic reaction begins. The reaction mixture is stirred for 3 hours at 20°, adjusted to pH 8, and the solvent is... Reactants: C1(CC1)S(=O)(=O)NC(OC(C)(C)C)=O (tert-butyl cyclopropylsulfonylcarbamate), C(CCC)[Li] (n-Butyllithium), BrCCCCCC=C (7-Bromo-1-heptene), final solution. The solvent is C1CCOC1 (THF). Run at time 1.5 hour. The product is desired product, C(CCCCC=C)C1(CC1)S(=O)(=O)NC(OC(C)(C)C)=O (tert-butyl 1-(hept-6-enyl)cyclopropylsulfonylcarbamate). Isolated yield 44.3%. Reaction SMILES: [CH:1]1([S:4]([NH:7][C:8](=[O:14])[O:9][C:10]([CH3:13])([CH3:12])[CH3:11])(=[O:6])=[O:5])[CH2:3][CH2:2]1.C([Li])CCC.Br[CH2:21][CH2:22][CH2:23][CH2:24][CH2:25][CH:26]=[CH2:27]>C1COCC1>[CH2:27]([C:1]1([S:4]([NH:7][C:8](=[O:14])[O:9][C:10]([CH3:11])([CH3:13])[CH3:12])(=[O:6])=[O:5])[CH2:2][CH2:3]1)[CH2:26][CH2:25][CH2:24][CH2:23][CH:22]=[CH2:21]. Procedure: To a solution of tert-butyl cyclopropylsulfonylcarbamate (885 mg, 4 mmol) in THF (20 mL) at −78° C. was added n-Butyllithium (3.36 mL, 8.40 mmol) (2.5 M in hexanes) dropwise. The formed solution was warmed up to r.t. and stirred for 1.5 h. Cooled this light yellow solution back to −78° C. 7-Bromo-1-heptene (1.219 mL, 8.00 mmol) was added dropwise. The final solution was allowed to warm up to r.t. over the period of 16 h. Quenched with sat. NH4Cl, extracted with EtOAc. The organic layer was washe... Reactants: COc1ccc2c(c1)CNc1ccccc1C2=O, CN(C)c1ccccc1, CCOC(C)=O, O=C(Cl)c1ccc([N+](=O)[O-])cc1. Yields the product COc1ccc2c(c1)CN(C(=O)c1ccc([N+](=O)[O-])cc1)c1ccccc1C2=O. RXN SMILES: [CH3:1][O:2][c:3]1[cH:4][c:5]2[c:6]([cH:17][cH:18]1)[C:7](=[O:16])[c:8]1[c:9]([cH:12][cH:13][cH:14][cH:15]1)[NH:10][CH2:11]2.[CH3:31][N:32]([c:33]1[cH:34][cH:35][cH:36][cH:37][cH:38]1)[CH3:39].[CH3:40][CH2:41][O:42][C:43](=[O:44])[CH3:45].[N+:19](=[O:20])([O-:21])[c:22]1[cH:23][cH:24][c:25]([C:26](=[O:27])[Cl:28])[cH:29][cH:30]1>>[CH3:1][O:2][c:3]1[cH:4][c:5]2[c:6]([cH:17][cH:18]1)[C:7](=[O:16])[c:8]1[c:9]([cH:12][cH:13][cH:14][cH:15]1)[N:10]([C:26]([c:25]1[cH:24][cH:23][c:22]([N+:19](=[O:20])[O-:21])[cH:30][cH:29]1)=[O:27])[CH2:11]2. Reactants: CN(CCC(=O)OC(CCCCCCC\C=C/C\C=C/CCCCC)C(CCCCCCC\C=C/C\C=C/CCCCC)O)C ((6Z,9Z,27Z,30Z)-19-hydroxyhexatriaconta-6,9,27,30-tetraen-18-yl 3-(dimethylamino)propanoate), CN(CCCC(=O)OC(CCCCCCCC=CCC=CCCCCC)C(CCCCCCCC=CCC=CCCCCC)O)C (19-hydroxyhexatriaconta-6,9,27,30-tetraen-18-yl 4-(dimethylamino)butanoate). Yields the product CN(CCCC(=O)OC(CCCCCCC\C=C/C\C=C/CCCCC)C(CCCCCCC\C=C/C\C=C/CCCCC)O)C ((6Z,9Z,27Z,30Z)-19-hydroxyhexatriaconta-6,9,27,30-tetraen-18-yl 4-(dimethylamino)butanoate). Isolated yield 31.0%. Reaction SMILES: CN(C)CCC(OC(C(O)CCCCCCC/C=C\C/C=C\CCCCC)CCCCCCC/C=C\C/C=C\CCCCC)=O.[CH3:46][N:47]([CH3:91])[CH2:48][CH2:49][CH2:50][C:51]([O:53][CH:54]([CH:72]([OH:90])[CH2:73][CH2:74][CH2:75][CH2:76][CH2:77][CH2:78][CH2:79][CH:80]=[CH:81][CH2:82][CH:83]=[CH:84][CH2:85][CH2:86][CH2:87][CH2:88][CH3:89])[CH2:55][CH2:56][CH2:57][CH2:58][CH2:59][CH2:60][CH2:61][CH:62]=[CH:63][CH2:64][CH:65]=[CH:66][CH2:67][CH2:68][CH2:69][CH2:70][CH3:71])=[O:52]>>[CH3:91][N:47]([CH3:46])[CH2:48][CH2:49][CH2:50][C:51]([O:53][CH:54]([CH:72]([OH:90])[CH2:73][CH2:74][CH2:75][CH2:76][CH2:77][CH2:78][CH2:79]/[CH:80]=[CH:81]\[CH2:82]/[CH:83]=[CH:84]\[CH2:85][CH2:86][CH2:87][CH2:88][CH3:89])[CH2:55][CH2:56][CH2:57][CH2:58][CH2:59][CH2:60][CH2:61]/[CH:62]=[CH:63]\[CH2:64]/[CH:65]=[CH:66]\[CH2:67][CH2:68][CH2:69][CH2:70][CH3:71])=[O:52]. Procedure: Using an analogous procedure to that described for the synthesis of (6Z,9Z,27Z,30Z)-19-hydroxyhexatriaconta-6,9,27,30-tetraen-18-yl 3-(dimethylamino)propanoate, 6Z,9Z,27Z,30Z)-19-hydroxyhexatriaconta-6,9,27,30-tetraen-18-yl 4-(dimethylamino)butanoate was obtained as a colorless oil (218 mg, 31%). 1H NMR (400 MHz, CDCl3): δ 5.44-5.29 (m, 8H), 4.92-4.81 (m, 1H), 3.71-3.54 (m, 1H), 2.81-2.75 (m, 4H), 2.46-2.34 (m, 1H), 2.28 (s, 3H), 2.27 (s, 3H), 2.09-2.02 (m, 8H), 1.94-1.78 (m, 2H), 1.69-1.20 (m, ... The reactants are [BH4-], CCOC(C)=O, CO, CC(=O)c1cc(-c2cccc(F)c2)ccc1N, [NH4+], [NH4+], [Na+], O=S(=O)([O-])[O-]. Yields the product CC(O)c1cc(-c2cccc(F)c2)ccc1N. As a reaction SMILES: [BH4-:18].[CH3:27][CH2:28][O:29][C:30](=[O:31])[CH3:32].[CH3:33][OH:34].[NH2:1][c:2]1[c:3]([C:15]([CH3:16])=[O:17])[cH:4][c:5](-[c:8]2[cH:9][c:10]([F:14])[cH:11][cH:12][cH:13]2)[cH:6][cH:7]1.[NH4+:20].[NH4+:21].[Na+:19].[O-:22][S:23](=[O:24])(=[O:25])[O-:26]>>[NH2:1][c:2]1[c:3]([CH:15]([CH3:16])[OH:17])[cH:4][c:5](-[c:8]2[cH:9][c:10]([F:14])[cH:11][cH:12][cH:13]2)[cH:6][cH:7]1. The reactants are C[Li] (Methyl lithium), C1(CCCCC1)C=1C=NOC1C1=CC=C(C=C1)C(C)=O (1-(4-(4-cyclohexylisoxazol-5-yl)phenyl)ethanone), C[Li] (methyl lithium). Solvent: C1CCOC1 (THF). Reaction conditions: time 15 minute. Yields the product C1(CCCCC1)C=1C=NOC1C1=CC=C(C=C1)C(C)(C)O (2-(4-(4-cyclohexylisoxazol-5-yl)phenyl)propan-2-ol). As a reaction SMILES: [CH3:1][Li].[CH:3]1([C:9]2[CH:10]=[N:11][O:12][C:13]=2[C:14]2[CH:19]=[CH:18][C:17]([C:20](=[O:22])[CH3:21])=[CH:16][CH:15]=2)[CH2:8][CH2:7][CH2:6][CH2:5][CH2:4]1>C1COCC1>[CH:3]1([C:9]2[CH:10]=[N:11][O:12][C:13]=2[C:14]2[CH:15]=[CH:16][C:17]([C:20]([OH:22])([CH3:1])[CH3:21])=[CH:18][CH:19]=2)[CH2:4][CH2:5][CH2:6][CH2:7][CH2:8]1. Procedure: Methyl lithium (159 μL, 1.6 M solution in Et2O, 0.25 mmol) was added dropwise to a solution of 1-(4-(4-cyclohexylisoxazol-5-yl)phenyl)ethanone obtained above (57 mg, 0.21 mmol) in THF (2 mL) at 0° C. After stirring for 15 min, another 100μL of the methyl lithium solution was added to the reaction mixture. After being stirred for an additional 1 h at 0° C., the mixture was quenched with saturated aqueous NH4Cl and diluted with EtOAc. The aqueous layer was extracted with EtOAc, and the combined or... Starting materials: O=[N+]([O-])c1ccc(Br)cn1, CCOC(=O)CC(=O)OCc1ccccc1, CN(C)C=O, [K+], [K+], O=C([O-])[O-], C1CCOC1, O. Product: CCOC(=O)C(C(=O)OCc1ccccc1)c1ccc([N+](=O)[O-])nc1. Reaction SMILES: [Br:1][c:2]1[cH:3][cH:4][c:5]([N+:8](=[O:9])[O-:10])[n:6][cH:7]1.[C:11]([CH2:12][C:13](=[O:14])[O:15][CH2:16][CH3:17])(=[O:18])[O:19][CH2:20][c:21]1[cH:22][cH:23][cH:24][cH:25][cH:26]1.[CH3:38][N:39]([CH3:40])[CH:41]=[O:42].[K+:27].[K+:28].[O-:29][C:30]([O-:31])=[O:32].[O:33]1[CH2:34][CH2:35][CH2:36][CH2:37]1.[OH2:43]>>[c:2]1([CH:12]([C:11](=[O:18])[O:19][CH2:20][c:21]2[cH:22][cH:23][cH:24][cH:25][cH:26]2)[C:13](=[O:14])[O:15][CH2:16][CH3:17])[cH:3][cH:4][c:5]([N+:8](=[O:9])[O-:10])[n:6][cH:7]1. Starting materials: ClC=1N=C(NC1CC)C(=O)N[C@@H]1[C@@H](CN(CC1)C=1N=NN(N1)CC1=CC=C(C=C1)OC)OC.ClC=1N=C(NC1CC)C(=O)N[C@@H]1[C@@H](CN(CC1)C(=O)C=1N=NNN1)OC (cis(±)-4-Chloro-5-ethyl-N-{3-methoxy-1-[(2H-tetrazol-5-yl)carbonyl]piperidin-4-yl}-1H-imidazole-2-carboxylic acid amide cis(±)-4-Chloro-5-ethyl-N-{3-methoxy-1-[(4-methoxybenzyl)-2H-tetrazol-5-yl]piperidin-4-yl}-1H-imidazole-2-carboxylic acid amide), FC(C(=O)O)(F)F (Trifluoroacetic acid). Solvent: C1(=CC=CC=C1)OC (anisole). Run at temperature 45 celsius, time 3.5 hour. Yields the product ClC=1N=C(NC1CC)C(=O)N[C@@H]1[C@@H](CN(CC1)C(=O)C=1N=NNN1)OC (cis(±)-4-Chloro-5-ethyl-N-{3-methoxy-1-[(2H-tetrazol-5-yl)carbonyl]piperidin-4-yl}-1H-imidazole-2-carboxylic acid amide). The yield is 21.4%. RXN SMILES: ClC1N=C(C(N[C@H]2CCN(C3N=NN(CC4C=CC(OC)=CC=4)N=3)C[C@H]2OC)=O)NC=1CC.[Cl:34][C:35]1[N:36]=[C:37]([C:42]([NH:44][C@H:45]2[CH2:50][CH2:49][N:48]([C:51]([C:53]3[N:54]=[N:55][NH:56][N:57]=3)=[O:52])[CH2:47][C@H:46]2[O:58][CH3:59])=[O:43])[NH:38][C:39]=1[CH2:40][CH3:41].FC(F)(F)C(O)=O>C1(OC)C=CC=CC=1>[Cl:34][C:35]1[N:36]=[C:37]([C:42]([NH:44][C@H:45]2[CH2:50][CH2:49][N:48]([C:51]([C:53]3[N:54]=[N:55][NH:56][N:57]=3)=[O:52])[CH2:47][C@H:46]2[O:58][CH3:59])=[O:43])[NH:38][C:39]=1[CH2:40][CH3:41] |f:0.1|. Procedure details: cis(±)-4-Chloro-5-ethyl-N-{3-methoxy-1-[(2H-tetrazol-5-yl)carbonyl]piperidin-4-yl}-1H-imidazole-2-carboxylic acid amide cis(±)-4-Chloro-5-ethyl-N-{3-methoxy-1-[(4-methoxybenzyl)-2H-tetrazol-5-yl]piperidin-4-yl}-1H-imidazole-2-carboxylic acid amide obtained in Example (260a) (28 mg, 0.05 mmol) was dissolved in anisole (1 mL). Trifluoroacetic acid (2 mL) was added, and the mixture was stirred at 45° C. for 3.5 hours. Following concentration under reduced pressure, the reaction solution was diluted... Reactants: [Al+3], COc1cccc(Oc2ccc(C(=O)O)c(NC(=O)c3ccccc3)c2)c1, CCOC(C)=O, Cc1ccccc1, [Cl-], [Cl-], [Cl-], Cl. The product is O=C(Nc1cc(Oc2cccc(O)c2)ccc1C(=O)O)c1ccccc1. As a reaction SMILES: [Al+3:2].[C:12]([c:13]1[cH:14][cH:15][cH:16][cH:17][cH:18]1)(=[O:19])[NH:20][c:21]1[c:22]([C:23](=[O:24])[OH:25])[cH:26][cH:27][c:28]([O:30][c:31]2[cH:32][c:33]([O:37][CH3:38])[cH:34][cH:35][cH:36]2)[cH:29]1.[CH3:40][CH2:41][O:42][C:43](=[O:44])[CH3:45].[CH3:5][c:6]1[cH:7][cH:8][cH:9][cH:10][cH:11]1.[Cl-:1].[Cl-:3].[Cl-:4].[ClH:39]>>[C:12]([c:13]1[cH:14][cH:15][cH:16][cH:17][cH:18]1)(=[O:19])[NH:20][c:21]1[c:22]([C:23](=[O:24])[OH:25])[cH:26][cH:27][c:28]([O:30][c:31]2[cH:32][c:33]([OH:37])[cH:34][cH:35][cH:36]2)[cH:29]1.